This data is from the Open Reaction Database (ORD), a public repository of structured organic reaction records. The task is: describe an organic reaction: reactants, conditions, products, and yield The reactants are NC1=NC(N(C=C1)CC1=CC=CC=C1)=O (4-amino-1-benzyl-1H-pyrimidin-2-one), ClCC(=O)CCl (1,3-dichloroacetone), ClCC=1N=C2N(C(N(C=C2)C2=CC=C(C=C2)F)=O)C1 (2-chloromethyl-6-(4-fluoro-phenyl)-6H-imidazo[1,2-c]pyrimidin-5-one). Product: C(C1=CC=CC=C1)N1C(N2C(C=C1)=NC(=C2)CCl)=O (6-Benzyl-2-chloromethyl-6H-imidazo[1,2-c]pyrimidin-5-one). As a reaction SMILES: [NH2:1][C:2]1[CH:7]=[CH:6][N:5]([CH2:8][C:9]2[CH:14]=[CH:13][CH:12]=[CH:11][CH:10]=2)[C:4](=[O:15])[N:3]=1.[Cl:16][CH2:17][C:18]([CH2:20]Cl)=O.ClCC1N=C2C=CN(C3C=CC(F)=CC=3)C(=O)N2C=1>>[CH2:8]([N:5]1[CH:6]=[CH:7][C:2]2=[N:1][C:18]([CH2:17][Cl:16])=[CH:20][N:3]2[C:4]1=[O:15])[C:9]1[CH:10]=[CH:11][CH:12]=[CH:13][CH:14]=1. Procedure: 6-Benzyl-2-chloromethyl-6H-imidazo[1,2-c]pyrimidin-5-one was prepared from 4-amino-1-benzyl-1H-pyrimidin-2-one and 1,3-dichloroacetone using the methods described above for the preparation of 2-chloromethyl-6-(4-fluoro-phenyl)-6H-imidazo[1,2-c]pyrimidin-5-one. Reaction conditions: temperature 190 celsius, time 2 hour. As a reaction SMILES: Cl[C:2]1[C:15]2[C:14](=[O:16])[C:13]3[C:8](=[CH:9][CH:10]=[CH:11][CH:12]=3)[C:7](=[O:17])[C:6]=2[CH:5]=[CH:4][CH:3]=1.[NH2:18][C:19]1[C:32]2[C:31](=[O:33])[C:30]3[C:25](=[CH:26][CH:27]=[CH:28][CH:29]=3)[C:24](=[O:34])[C:23]=2[CH:22]=[CH:21][CH:20]=1.C(=O)([O-])[O-].[Na+].[Na+].[N+](C1C=CC=CC=1)([O-])=O>[Cu]Cl>[CH:10]1[CH:9]=[C:8]2[C:7]([C:6]3[CH:5]=[CH:4][CH:3]=[C:2]([NH:18][C:19]4[C:32]5[C:31]([C:30]6[C:25]([C:24](=[O:34])[C:23]=5[CH:22]=[CH:21][CH:20]=4)=[CH:26][CH:27]=[CH:28][CH:29]=6)=[O:33])[C:15]=3[C:14](=[O:16])[C:13]2=[CH:12][CH:11]=1)=[O:17] |f:2.3.4|. Procedure details: 66 parts of 1-chloroanthraquinone, 60.5 parts of 1-aminoanthraquinone, 26.4 parts of sodium carbonate and 0.75 part of copper(I) chloride are suspended in 550 parts of nitrobenzene. With stirring, the mixture is heated to 190° C. and then a further 0.75 part of copper(I) chloride is added. The reaction mixture is heated to 206° C. and stirred for 3 hours at this temperature while distilling off the water of reaction. The batch is then heated to 214° C. and the pressure rises to about 1 bar. Stir... The product is C1=CC=C2C(=C1)C(=O)C3=C(C2=O)C(=CC=C3)NC4=CC=CC5=C4C(=O)C6=CC=CC=C6C5=O (anthrimide). The reagents and catalysts are [Cu]Cl (copper(I) chloride), [Cu]Cl (copper(I) chloride). Reactants: ClC1=CC=CC=2C(C3=CC=CC=C3C(C12)=O)=O (1-chloroanthraquinone), [N+](=O)([O-])C1=CC=CC=C1 (nitrobenzene), NC1=CC=CC=2C(C3=CC=CC=C3C(C12)=O)=O (1-aminoanthraquinone), C([O-])([O-])=O.[Na+].[Na+] (sodium carbonate). Starting materials: FC=1C=C(C=CC1)C(Cl)(Cl)Cl (3-fluorobenzotrichloride), four, C(=O)O (formic acid). The reagents and catalysts are [Fe](Cl)Cl (iron chloride). Reaction conditions: temperature 80 celsius. Yields the product FC=1C=C(C(=O)Cl)C=CC1 (3-Fluorobenzoyl chloride). RXN SMILES: [F:1][C:2]1[CH:3]=[C:4]([C:8]([Cl:11])(Cl)Cl)[CH:5]=[CH:6][CH:7]=1.C(O)=[O:13]>[Fe](Cl)Cl>[F:1][C:2]1[CH:3]=[C:4]([CH:5]=[CH:6][CH:7]=1)[C:8]([Cl:11])=[O:13]. Reported procedure: 300 g of 3-fluorobenzotrichloride and 1.5 g of iron chloride are placed in an apparatus comprising a 1 l four necked flask equipped with stirrer, thermometer, reflux condenser and dropping funnel. The mixture was heated to 80° C. A total of 53 ml of formic acid were then added over 5 hours in such a manner that the temperature could readily be maintained. Starting materials: C(CCC)[Li] (butyllithium), C(C1=CC=CC=C1)=O (benzaldehyde), C(C)(C)(C)OC(=O)NS(=O)(=O)C1CC1 (N-tert-butyloxycarbonylcyclopropanesulfonamide). The solvent is CCCCCC (hexane), [Cl-].[NH4+] (ammonium chloride), C1CCOC1 (THF), C1CCOC1 (THF). Run at temperature -78 celsius. Yields the product C(C)(C)(C)OC(=O)NS(=O)(=O)C1(CC1)C(C1=CC=CC=C1)O (N-tert-Butyloxycarbonyl-1-(hydroxyphenylmethyl)cyclopropansulfonamide). Reaction SMILES: [C:1]([O:5][C:6]([NH:8][S:9]([CH:12]1[CH2:14][CH2:13]1)(=[O:11])=[O:10])=[O:7])([CH3:4])([CH3:3])[CH3:2].C([Li])CCC.[CH:20](=[O:27])[C:21]1[CH:26]=[CH:25][CH:24]=[CH:23][CH:22]=1>C1COCC1.CCCCCC.[Cl-].[NH4+]>[C:1]([O:5][C:6]([NH:8][S:9]([C:12]1([CH:20]([OH:27])[C:21]2[CH:26]=[CH:25][CH:24]=[CH:23][CH:22]=2)[CH2:13][CH2:14]1)(=[O:11])=[O:10])=[O:7])([CH3:4])([CH3:2])[CH3:3] |f:5.6|. Reported procedure: Under inert gas, 1.00 g of N-tert-butyloxycarbonylcyclopropanesulfonamide were initially charged in 40 ml of THF, and then, at a temperature of −78° C., 6.63 ml of a 1.5 N butyllithium solution in hexane were added dropwise and the mixture was left to stir while cooling with ice for 1 hour. After stirring at room temperature for a further 30 minutes, the mixture was cooled again to −78° C., and a solution of 0.92 ml of benzaldehyde in 4 ml of THF was added. The mixture was allowed to come to roo...